This data is from the Open Reaction Database (ORD), a public repository of structured organic reaction records. The task is: describe an organic reaction: reactants, conditions, products, and yield Reactants: COc1ccc(CNc2cc3c(cn2)-c2nc(-c4nc(C)nn4C(C)C)cn2CCO3)cc1OC, O=C(O)C(F)(F)F. The product is Cc1nc(-c2cn3c(n2)-c2cnc(N)cc2OCC3)n(C(C)C)n1. Reaction SMILES: [CH3:1][O:2][c:3]1[cH:4][c:5]([CH2:35][NH:7][c:8]2[cH:9][c:10]3[c:11]([cH:29][n:30]2)-[c:12]2[n:13]([cH:17][c:18](-[c:20]4[n:21][c:22]([CH3:28])[n:23][n:24]4[CH:25]([CH3:26])[CH3:27])[n:19]2)[CH2:14][CH2:15][O:16]3)[cH:6][cH:31][c:32]1[O:33][CH3:34].[F:36][C:37]([F:38])([F:39])[C:40]([OH:41])=[O:42]>>[NH2:7][c:8]1[cH:9][c:10]2[c:11]([cH:29][n:30]1)-[c:12]1[n:13]([cH:17][c:18](-[c:20]3[n:21][c:22]([CH3:28])[n:23][n:24]3[CH:25]([CH3:26])[CH3:27])[n:19]1)[CH2:14][CH2:15][O:16]2. Reactants: O=C([O-])O, CCCCP(CCCC)CCCC, CCOC(=O)C(=[N+]=[N-])C(=O)c1sccc1Cl, [Na+], C1COCCO1. Product: CCOC(=O)C(=NN)C(=O)c1sccc1Cl. Reaction SMILES: [C:30](=[O:31])([OH:32])[O-:33].[CH2:17]([P:18]([CH2:19][CH2:20][CH2:21][CH3:22])[CH2:23][CH2:24][CH2:25][CH3:26])[CH2:27][CH2:28][CH3:29].[Cl:1][c:2]1[c:3]([C:7]([C:8]([C:9](=[O:10])[O:11][CH2:12][CH3:13])=[N+:14]=[N-:15])=[O:16])[s:4][cH:5][cH:6]1.[Na+:34].[O:35]1[CH2:36][CH2:37][O:38][CH2:39][CH2:40]1>>[Cl:1][c:2]1[c:3]([C:7]([C:8]([C:9](=[O:10])[O:11][CH2:12][CH3:13])=[N:14][NH2:15])=[O:16])[s:4][cH:5][cH:6]1. Reactants: FC(S(=O)(=O)OC=1C(=CC2=C(C(=C(O2)C2=CC=C(C=C2)F)C=2N(C=CN2)S(=O)(=O)C(F)(F)F)C1)[N+](=O)[O-])(F)F (2-(4-fluorophenyl)-6-nitro-3-(1-((trifluoromethyl)sulfonyl)-1H-imidazol-2-yl)benzofuran-5-yl trifluoromethanesulfonate), COC1=C(C(=O)OC)C=C(C=C1)B1OC(C(O1)(C)C)(C)C (methyl 2-methoxy-5-(4,4,5,5-tetramethyl-1,3,2-dioxaborolan-2-yl)benzoate), P(=O)([O-])([O-])[O-].[K+].[K+].[K+] (potassium phosphate), O (water). Reagents/catalysts: C1=CC=C(C=C1)P([C-]2C=CC=C2)C3=CC=CC=C3.C1=CC=C(C=C1)P([C-]2C=CC=C2)C3=CC=CC=C3.Cl[Pd]Cl.[Fe+2].C(Cl)Cl (PdCl2(dppf) CH2Cl2). Run in O1CCOCC1 (dioxane). Conditions: temperature 100 celsius. The product is FC1=CC=C(C=C1)C=1OC2=C(C1C=1NC=CN1)C=C(C(=C2)[N+](=O)[O-])C=2C=CC(=C(C(=O)OC)C2)OC (methyl 5-(2-(4-fluorophenyl)-3-(1H-imidazol-2-yl)-6-nitrobenzofuran-5-yl)-2-methoxybenzoate). As a reaction SMILES: FC(F)(F)S(O[C:7]1[C:8]([N+:35]([O-:37])=[O:36])=[CH:9][C:10]2[O:14][C:13]([C:15]3[CH:20]=[CH:19][C:18]([F:21])=[CH:17][CH:16]=3)=[C:12]([C:22]3[N:23](S(C(F)(F)F)(=O)=O)[CH:24]=[CH:25][N:26]=3)[C:11]=2[CH:34]=1)(=O)=O.[CH3:40][O:41][C:42]1[CH:51]=[CH:50][C:49](B2OC(C)(C)C(C)(C)O2)=[CH:48][C:43]=1[C:44]([O:46][CH3:47])=[O:45].P([O-])([O-])([O-])=O.[K+].[K+].[K+].O>O1CCOCC1.C1C=CC(P(C2C=CC=CC=2)[C-]2C=CC=C2)=CC=1.C1C=CC(P(C2C=CC=CC=2)[C-]2C=CC=C2)=CC=1.Cl[Pd]Cl.[Fe+2].C(Cl)Cl>[F:21][C:18]1[CH:17]=[CH:16][C:15]([C:13]2[O:14][C:10]3[CH:9]=[C:8]([N+:35]([O-:37])=[O:36])[C:7]([C:49]4[CH:50]=[CH:51][C:42]([O:41][CH3:40])=[C:43]([CH:48]=4)[C:44]([O:46][CH3:47])=[O:45])=[CH:34][C:11]=3[C:12]=2[C:22]2[NH:26][CH:25]=[CH:24][N:23]=2)=[CH:20][CH:19]=1 |f:2.3.4.5,8.9.10.11.12|. Procedure: A mixture of 2-(4-fluorophenyl)-6-nitro-3-(1-((trifluoromethyl)sulfonyl)-1H-imidazol-2-yl)benzofuran-5-yl trifluoromethanesulfonate (500 mg, 0.829 mmol), methyl 2-methoxy-5-(4,4,5,5-tetramethyl-1,3,2-dioxaborolan-2-yl)benzoate (290 mg, 0.994 mmol), potassium phosphate (352 mg, 1.657 mmol) in a mixture of dioxane (40 mL)/water (4 mL) in a pressure tube at rt was degassed, and then added with PdCl2(dppf)-CH2Cl2 adduct (67.7 mg, 0.083 mmol). The reaction mixture was heated to 100° C. and maintained... Reactants: CS(C)=O, CC[O-], O=[N+]([O-])c1c(F)c(Cl)cc2c1[nH]c1cnccc12, Cl, [Na+], O. The product is CCOc1c(Cl)cc2c([nH]c3cnccc32)c1[N+](=O)[O-]. Reaction SMILES: [CH3:24][S:25]([CH3:26])=[O:27].[CH3:2][CH2:3][O-:4].[Cl:5][c:6]1[cH:7][c:8]2[c:9]3[cH:10][cH:11][n:12][cH:13][c:14]3[nH:15][c:16]2[c:17]([N+:20](=[O:21])[O-:22])[c:18]1[F:19].[ClH:23].[Na+:1].[OH2:28]>>[CH3:2][CH2:3][O:4][c:18]1[c:6]([Cl:5])[cH:7][c:8]2[c:9]3[cH:10][cH:11][n:12][cH:13][c:14]3[nH:15][c:16]2[c:17]1[N+:20](=[O:21])[O-:22]. Reactants: OCC(CNC(OCC1=CC=CC=C1)=O)NC(OC(C)(C)C)=O (Benzyl tert-butyl (3-hydroxypropane-1,2-diyl)biscarbamate), [H][H] (hydrogen). Run in CO (methanol). Run at time 2 hour. The product is NCC(CO)NC(OC(C)(C)C)=O (tert-butyl 1-amino-3-hydroxypropan-2-ylcarbamate). As a reaction SMILES: [OH:1][CH2:2][CH:3]([NH:16][C:17](=[O:23])[O:18][C:19]([CH3:22])([CH3:21])[CH3:20])[CH2:4][NH:5]C(=O)OCC1C=CC=CC=1.[H][H]>CO>[NH2:5][CH2:4][CH:3]([NH:16][C:17](=[O:23])[O:18][C:19]([CH3:21])([CH3:20])[CH3:22])[CH2:2][OH:1]. Procedure details: Benzyl tert-butyl (3-hydroxypropane-1,2-diyl)biscarbamate (400 mg, 1.23 mmol) was dissolved in methanol (12.3 mL) and put under a hydrogen atmosphere with 3 cycles of evacuation and hydrogen balloon flushing. The reaction mixture was stirred at room temperature under a hydrogen atmosphere for 2 hours, and then filtered through CELITE. The filtrate was concentrated under reduced pressure to afford tert-butyl 1-amino-3-hydroxypropan-2-ylcarbamate. MS ESI calcd. for C8H19N2O3 [M+H]+ 191. found 191.... Starting materials: FC(S(=O)(=O)OC=1C(=C2C=CC(=NC2=CC1Cl)C)C1=CC=C(C=C1)Cl)(F)F (7-chloro-5-(4-chlorophenyl)-2-methylquinolin-6-yl trifluoromethanesulfonate), BrC1=C2C=CC(=NC2=CC(=C1O)C)C(F)(F)F (5-bromo-7-methyl-2-(trifluoromethyl)quinolin-6-ol). The product is FC(S(=O)(=O)OC=1C(=C2C=CC(=NC2=CC1C)C(F)(F)F)Br)(F)F (5-bromo-7-methyl-2-(trifluoromethyl)quinolin-6-yl trifluoromethanesulfonate). Reaction SMILES: [F:1][C:2]([F:27])([F:26])[S:3](OC1C(C2C=CC(Cl)=CC=2)=C2C(=CC=1Cl)N=C(C)C=C2)(=[O:5])=[O:4].[Br:28][C:29]1[C:38]([OH:39])=[C:37]([CH3:40])[CH:36]=[C:35]2[C:30]=1[CH:31]=[CH:32][C:33]([C:41]([F:44])([F:43])[F:42])=[N:34]2>>[F:1][C:2]([F:27])([F:26])[S:3]([O:39][C:38]1[C:29]([Br:28])=[C:30]2[C:35](=[CH:36][C:37]=1[CH3:40])[N:34]=[C:33]([C:41]([F:42])([F:43])[F:44])[CH:32]=[CH:31]2)(=[O:5])=[O:4]. Procedure: Compound 7C was prepared following the procedure used to prepare compound 1F of Example 1 except that 5-bromo-7-methyl-2-(trifluoromethyl)quinolin-6-ol (7B) was used instead of compound 1E. LCMS-ESI+ (m/z): 437.8, 439.8 (M+H)+. The solvent is C(C)(=O)OCC (ethyl acetate), C(C)(=O)O (acetic acid). The reactants are C(C1=CC=CC=C1)OC(=O)N1CCN(CC1)C1=NC2=CC=CC=C2C(=N1)O[C@H]1C=C[C@H](C1)OC1OCCCC1 (2-[4-(benzyloxycarbonyl)piperazin-1-yl]-4-[(1R,4S)-[4-[(RS)-(tetrahydropyran-2-yl)oxy]cyclopent-2-en-1-yl]oxy]quinazoline), O (water). Procedure details: A solution of 2-[4-(benzyloxycarbonyl)piperazin-1-yl]-4-[(1R,4S)-[4-[(RS)-(tetrahydropyran-2-yl)oxy]cyclopent-2-en-1-yl]oxy]quinazoline (12.57 g) in acetic acid (50 ml)--water (12.6 ml) is stirred at 60° C. for 4.5 hours. The reaction mixture is diluted with ethyl acetate and washed with aqueous sodium hydrogen carbonate and water, and then dried over anhydrous magnesium sulfate. The solution is evaporated to dryness under reduced pressure, and the resulting residue is purified by medium pressur... The yield is 59.7%. Reaction SMILES: [CH2:1]([O:8][C:9]([N:11]1[CH2:16][CH2:15][N:14]([C:17]2[N:26]=[C:25]([O:27][C@@H:28]3[CH2:32][C@H:31]([O:33]C4CCCCO4)[CH:30]=[CH:29]3)[C:24]3[C:19](=[CH:20][CH:21]=[CH:22][CH:23]=3)[N:18]=2)[CH2:13][CH2:12]1)=[O:10])[C:2]1[CH:7]=[CH:6][CH:5]=[CH:4][CH:3]=1.O>C(O)(=O)C.C(OCC)(=O)C>[CH2:1]([O:8][C:9]([N:11]1[CH2:12][CH2:13][N:14]([C:17]2[N:26]=[C:25]([O:27][C@@H:28]3[CH2:32][C@H:31]([OH:33])[CH:30]=[CH:29]3)[C:24]3[C:19](=[CH:20][CH:21]=[CH:22][CH:23]=3)[N:18]=2)[CH2:15][CH2:16]1)=[O:10])[C:2]1[CH:3]=[CH:4][CH:5]=[CH:6][CH:7]=1. Yields the product C(C1=CC=CC=C1)OC(=O)N1CCN(CC1)C1=NC2=CC=CC=C2C(=N1)O[C@H]1C=C[C@H](C1)O (2-[4-(benzyloxycarbonyl) piperazin-1-yl]-4-[(1R,4S)-(4-hydroxycyclopent-2-en-1-yl) oxy] quinazoline). Reactants: FC(C=1C=C(CNC(C2=CC(=NC=C2)C2=C(C=CC(=C2)N2CCCCC2)NC(C2=CC(=CC=C2)CBr)=O)=O)C=CC1)(F)F (N-(3-(trifluoromethyl)benzyl)-2-(2-(3-(bromomethyl)benzamido)-5-(piperidin-1-yl)phenyl)isonicotinamide), CN1CCNCCC1 (1-methyl-1,4-diazepane), C([O-])([O-])=O.[K+].[K+] (potassium carbonate). The solvent is CN(C=O)C (N,N-dimethylformamide), O (water). Run at temperature 70 celsius, time 3 hour. The product is CN1CCN(CCC1)CC=1C=C(C(=O)NC2=C(C=C(C=C2)N2CCCCC2)C=2C=C(C(=O)NCC3=CC(=CC=C3)C(F)(F)F)C=CN2)C=CC1 (2-(2-(3-((4-Methyl-1,4-diazepan-1-yl)methyl)benzamido)-5-(piperidin-1-yl)phenyl)-N-(3-(trifluoromethyl)benzyl)isonicotinamide). Yield: 38.9%. As a reaction SMILES: [F:1][C:2]([F:43])([F:42])[C:3]1[CH:4]=[C:5]([CH:39]=[CH:40][CH:41]=1)[CH2:6][NH:7][C:8](=[O:38])[C:9]1[CH:14]=[CH:13][N:12]=[C:11]([C:15]2[CH:20]=[C:19]([N:21]3[CH2:26][CH2:25][CH2:24][CH2:23][CH2:22]3)[CH:18]=[CH:17][C:16]=2[NH:27][C:28](=[O:37])[C:29]2[CH:34]=[CH:33][CH:32]=[C:31]([CH2:35]Br)[CH:30]=2)[CH:10]=1.[CH3:44][N:45]1[CH2:51][CH2:50][CH2:49][NH:48][CH2:47][CH2:46]1.C(=O)([O-])[O-].[K+].[K+]>CN(C)C=O.O>[CH3:44][N:45]1[CH2:51][CH2:50][CH2:49][N:48]([CH2:35][C:31]2[CH:30]=[C:29]([CH:34]=[CH:33][CH:32]=2)[C:28]([NH:27][C:16]2[CH:17]=[CH:18][C:19]([N:21]3[CH2:26][CH2:25][CH2:24][CH2:23][CH2:22]3)=[CH:20][C:15]=2[C:11]2[CH:10]=[C:9]([CH:14]=[CH:13][N:12]=2)[C:8]([NH:7][CH2:6][C:5]2[CH:39]=[CH:40][CH:41]=[C:3]([C:2]([F:43])([F:42])[F:1])[CH:4]=2)=[O:38])=[O:37])[CH2:47][CH2:46]1 |f:2.3.4|. Procedure details: Into a 50-mL round-bottom flask, was placed a solution of N-(3-(trifluoromethyl)benzyl)-2-(2-(3-(bromomethyl)benzamido)-5-(piperidin-1-yl)phenyl)isonicotinamide (100 mg, 0.15 mmol, 1.00 equiv) in N,N-dimethylformamide (2 mL), 1-methyl-1,4-diazepane (65.4 mg, 0.57 mmol, 3.74 equiv), KI (12.7 mg, 0.08 mmol, 0.50 equiv), and potassium carbonate (42.4 mg, 0.31 mmol, 2.00 equiv). The resulting solution was stirred for 3 h at 70° C. in an oil bath. The reaction progress was monitored by LCMS. The resu... Conditions: time 16 hour. The reagents and catalysts are [Pd] (palladium on carbon). Starting materials: COC1=C(C(=O)C2=C(C=CC=C2)C)C=CC(=C1)NC1=C(C=CC=C1)[N+](=O)[O-] (2-methoxy-2′-methyl-4-(2-nitrophenylamino)benzophenone), COC1=C(C(=O)C2=C(C=CC=C2)C)C=CC(=C1)NC1=C(C=CC=C1)[N+](=O)[O-] (2-methoxy-2′-methyl-4-(2-nitrophenylamino)benzophenone), C(=O)[O-].[NH4+] (ammonium formiate). Reaction SMILES: [CH3:1][O:2][C:3]1[CH:17]=[C:16]([NH:18][C:19]2[CH:24]=[CH:23][CH:22]=[CH:21][C:20]=2[N+:25]([O-])=O)[CH:15]=[CH:14][C:4]=1[C:5]([C:7]1[CH:12]=[CH:11][CH:10]=[CH:9][C:8]=1[CH3:13])=[O:6].C([O-])=O.[NH4+]>CO.[Pd]>[NH2:25][C:20]1[CH:21]=[CH:22][CH:23]=[CH:24][C:19]=1[NH:18][C:16]1[CH:15]=[CH:14][C:4]([C:5]([C:7]2[CH:12]=[CH:11][CH:10]=[CH:9][C:8]=2[CH3:13])=[O:6])=[C:3]([O:2][CH3:1])[CH:17]=1 |f:1.2|. Yields the product NC1=C(C=CC=C1)NC1=CC(=C(C(=O)C2=C(C=CC=C2)C)C=C1)OC (4-(2-Aminophenylamino)-2-methoxy-2′-methylbenzophenone). Run in CO (methanol). Procedure: To a solution of 2-methoxy-2′-methyl-4-(2-nitrophenylamino)benzophenone (Compound 255, 1.02 g, 2.8 mmol) in methanol (10 ml) was added, under argon, ammonium formiate (0.80 g, 13 mmol) and 10% palladium on carbon (0.16 g). The reaction mixture was stirred at room temperature for 16 hours. The mixture was filtered through Celite® and evaporated in vacuo. The residue was treated with water (50 ml) and extracted with methylene chloride (2×50 ml). The organic phase was dried (MgSO4), filtered and ev...